This data is from the Open Reaction Database (ORD), a public repository of structured organic reaction records. The task is: describe an organic reaction: reactants, conditions, products, and yield Reactants: N1C(=NC=C1)C1=CC=C(C=C1)[N+](=O)[O-] (4-(imidazol-2-yl)-nitrobenzene), C(C1=CC=CC=C1)Br (benzyl bromide). Product: C(C1=CC=CC=C1)N1C(=NC=C1)C1=CC=C(C=C1)[N+](=O)[O-] (4-(1-benzyl-imidazol-2-yl)-nitrobenzene). As a reaction SMILES: [NH:1]1[CH:5]=[CH:4][N:3]=[C:2]1[C:6]1[CH:11]=[CH:10][C:9]([N+:12]([O-:14])=[O:13])=[CH:8][CH:7]=1.[CH2:15](Br)[C:16]1[CH:21]=[CH:20][CH:19]=[CH:18][CH:17]=1>>[CH2:15]([N:1]1[CH:5]=[CH:4][N:3]=[C:2]1[C:6]1[CH:7]=[CH:8][C:9]([N+:12]([O-:14])=[O:13])=[CH:10][CH:11]=1)[C:16]1[CH:21]=[CH:20][CH:19]=[CH:18][CH:17]=1. Procedure: Prepared from 4-(imidazol-2-yl)-nitrobenzene and benzyl bromide The reactants are compound, Cl.Cl.FC=1C(=C(CC2=C(C3=NC(=CC=C3N2C2=CC=CC=C2)OC)C(=O)N2CCNCC2)C=CC1)C ([2-(3-fluoro-2-methyl-benzyl)-5-methoxy-1-phenyl-1H-pyrrolo[3,2-b]pyridin-3-yl]-piperazin-1-yl-methanone dihydrochloride), Cl (hydrochloric acid). Product: FC=1C(=C(CC2=C(C3=NC(=CC=C3N2C2=CC=CC=C2)OC)C(=O)N2CCNCC2)C=CC1)C ([2-(3-Fluoro-2-methyl-benzyl)-5-methoxy-1-phenyl-1H-pyrrolo[3,2-b]pyridin-3-yl]-piperazin-1-yl-methanone). Reaction SMILES: Cl.Cl.Cl.[F:4][C:5]1[C:6]([CH3:37])=[C:7]([CH:34]=[CH:35][CH:36]=1)[CH2:8][C:9]1[N:17]([C:18]2[CH:23]=[CH:22][CH:21]=[CH:20][CH:19]=2)[C:16]2[C:11](=[N:12][C:13]([O:24][CH3:25])=[CH:14][CH:15]=2)[C:10]=1[C:26]([N:28]1[CH2:33][CH2:32][NH:31][CH2:30][CH2:29]1)=[O:27]>>[F:4][C:5]1[C:6]([CH3:37])=[C:7]([CH:34]=[CH:35][CH:36]=1)[CH2:8][C:9]1[N:17]([C:18]2[CH:19]=[CH:20][CH:21]=[CH:22][CH:23]=2)[C:16]2[C:11](=[N:12][C:13]([O:24][CH3:25])=[CH:14][CH:15]=2)[C:10]=1[C:26]([N:28]1[CH2:29][CH2:30][NH:31][CH2:32][CH2:33]1)=[O:27] |f:1.2.3|. Procedure: The compound of step 6 (23 mg, 41.2 μmol) was reacted analogously as described in example 1, step 7. Dissolution of the obtained solid in a small quantity of MOH, addition of hydrochloric acid (0.1 M) and lyophilization overnight yielded 15.9 mg of the title compound in the form of the [2-(3-fluoro-2-methyl-benzyl)-5-methoxy-1-phenyl-1H-pyrrolo[3,2-b]pyridin-3-yl]-piperazin-1-yl-methanone dihydrochloride. Reactants: CCOC(=O)c1ccc(Oc2nc(-c3cccnc3)ncc2NCC2CCCN2C(=O)OC(C)(C)C)cc1, CCO, Cl, [Na+], [OH-]. The product is CC(C)(C)OC(=O)N1CCCC1CNc1cnc(-c2cccnc2)nc1Oc1ccc(C(=O)O)cc1. RXN SMILES: [C:1]([CH3:2])([CH3:3])([CH3:4])[O:5][C:6](=[O:7])[N:8]1[CH:9]([CH2:13][NH:14][c:15]2[c:16]([O:27][c:28]3[cH:29][cH:30][c:31]([C:34](=[O:35])[O:36][CH2:37][CH3:38])[cH:32][cH:33]3)[n:17][c:18](-[c:21]3[cH:22][n:23][cH:24][cH:25][cH:26]3)[n:19][cH:20]2)[CH2:10][CH2:11][CH2:12]1.[CH3:42][CH2:43][OH:44].[ClH:41].[Na+:40].[OH-:39]>>[C:1]([CH3:2])([CH3:3])([CH3:4])[O:5][C:6](=[O:7])[N:8]1[CH:9]([CH2:13][NH:14][c:15]2[c:16]([O:27][c:28]3[cH:29][cH:30][c:31]([C:34](=[O:35])[OH:36])[cH:32][cH:33]3)[n:17][c:18](-[c:21]3[cH:22][n:23][cH:24][cH:25][cH:26]3)[n:19][cH:20]2)[CH2:10][CH2:11][CH2:12]1. The reactants are ClC1=CC=C(C=C1)C(C=1N=CN(C1)S(=O)(=O)N(C)C)(O)C=1C=C2C(=CC(N(C2=CC1)C)=O)C1=CC=CC=C1 ((±)-4-[(4-chlorophenyl)(1,2-dihydro-1-methyl-2-oxo-4-phenyl-6-quinolinyl)hydroxymethyl]-N,N-dimethyl-1H-imidazole-1-sulfonamide), N (NH3). Run in Cl (hydrochloric acid), O (water), CO (methanol). Reaction conditions: temperature 110 celsius. The product is O.ClC1=CC=C(C=C1)C(C=1C=C2C(=CC(N(C2=CC1)C)=O)C1=CC=CC=C1)(C=1N=CNC1)O ((±)-6-[(4-chlorophenyl)hydroxy(1H-imidazol-4-yl)methyl]-1-methyl-4-phenyl-2(1H)-quinolinone monohydrate). Isolated yield 49.7%. Reaction SMILES: [Cl:1][C:2]1[CH:7]=[CH:6][C:5]([C:8]([C:21]2[CH:22]=[C:23]3[C:28](=[CH:29][CH:30]=2)[N:27]([CH3:31])[C:26](=[O:32])[CH:25]=[C:24]3[C:33]2[CH:38]=[CH:37][CH:36]=[CH:35][CH:34]=2)([OH:20])[C:9]2[N:10]=[CH:11][N:12](S(N(C)C)(=O)=[O:15])[CH:13]=2)=[CH:4][CH:3]=1.N>Cl.O.CO>[OH2:15].[Cl:1][C:2]1[CH:7]=[CH:6][C:5]([C:8]([OH:20])([C:9]2[N:10]=[CH:11][NH:12][CH:13]=2)[C:21]2[CH:22]=[C:23]3[C:28](=[CH:29][CH:30]=2)[N:27]([CH3:31])[C:26](=[O:32])[CH:25]=[C:24]3[C:33]2[CH:38]=[CH:37][CH:36]=[CH:35][CH:34]=2)=[CH:4][CH:3]=1 |f:5.6|. Procedure details: A mixture of (±)-4-[(4-chlorophenyl)(1,2-dihydro-1-methyl-2-oxo-4-phenyl-6-quinolinyl)hydroxymethyl]-N,N-dimethyl-1H-imidazole-1-sulfonamide (2.4 g) in hydrochloric acid (10 ml), water (30 ml) and methanol (15 ml) was stirred and heated at 110° C. for 14 hours. The mixture was cooled, basified with NH3 (aq.) and extracted with DCM. The organic layer was dried, filtered off and evaporated till dryness. The residue was purified by column chromatography over silica gel (eluent: CH2Cl2/CH3OH/NH4OH 9... Starting materials: O=C([O-])[O-], CC[S-], [K+], [K+], [Na+], N#Cc1ccc(C2OCCCO2)c(F)c1, CN(C)C=O. Yields the product CCSc1cc(C#N)ccc1C1OCCCO1. RXN SMILES: [C:20](=[O:21])([O-:22])[O-:23].[CH2:16]([CH3:17])[S-:18].[K+:24].[K+:25].[Na+:19].[O:1]1[CH:2]([c:7]2[c:8]([F:15])[cH:9][c:10]([C:11]#[N:12])[cH:13][cH:14]2)[O:3][CH2:4][CH2:5][CH2:6]1.[O:26]=[CH:27][N:28]([CH3:29])[CH3:30]>>[O:1]1[CH:2]([c:7]2[c:8]([S:18][CH2:16][CH3:17])[cH:9][c:10]([C:11]#[N:12])[cH:13][cH:14]2)[O:3][CH2:4][CH2:5][CH2:6]1. The reactants are ice water, N1(CCNCC1)C1=CC=C(C=C1)O (4-(1-piperazinyl)phenol), ClC1=C(C=C(C=C1)[N+](=O)[O-])[N+](=O)[O-] (1-chloro-2,4-dinitrobenzene), C([O-])([O-])=O.[Na+].[Na+] (sodium carbonate). Isolated yield 37.7%. Reaction SMILES: [N:1]1([C:7]2[CH:12]=[CH:11][C:10]([OH:13])=[CH:9][CH:8]=2)[CH2:6][CH2:5][NH:4][CH2:3][CH2:2]1.[Cl:14][C:15]1[CH:20]=[CH:19][C:18]([N+:21]([O-:23])=[O:22])=[CH:17][C:16]=1[N+:24]([O-:26])=[O:25].C(=O)([O-])[O-].[Na+].[Na+]>CN(C)C(=O)C>[ClH:14].[N+:21]([C:18]1[CH:17]=[C:16]([N+:24]([O-:26])=[O:25])[CH:15]=[CH:20][C:19]=1[N:4]1[CH2:3][CH2:2][N:1]([C:7]2[CH:8]=[CH:9][C:10]([OH:13])=[CH:11][CH:12]=2)[CH2:6][CH2:5]1)([O-:23])=[O:22] |f:2.3.4,6.7|. Procedure details: A mixture of 4.5 parts of 4-(1-piperazinyl)phenol, 5.5 parts of 1-chloro-2,4-dinitrobenzene, 2.6 parts of sodium carbonate and 90 parts of N,N-dimethylacetamide was stirred overnight at 50° C. After cooling, the mixture was poured into ice water and the product was extracted twice with 4-methyl-2-pentanone. The undissolved product was dissolved in 2-propanol. This solution and the combined organic layers were washed with water, dried, filtered and evaporated. The residue was converted into the h... Conditions: temperature 50 celsius, time 8 hour. The product is Cl.[N+](=O)([O-])C1=C(C=CC(=C1)[N+](=O)[O-])N1CCN(CC1)C1=CC=C(C=C1)O (4-[4-(2,4-dinitrophenyl)-1-piperazinyl]-phenol monohydrochloride). Run in CN(C(C)=O)C (N,N-dimethylacetamide).